Dataset: the Open Reaction Database (ORD), a public repository of structured organic reaction records. Task: describe an organic reaction: reactants, conditions, products, and yield The reactants are C(C1=CC=CC=C1)OC[C@@H](C[C@@H](C(=O)OCC)NC(=O)OC(C)(C)C)C(C)C ((2S,4S)-ethyl 4-(benzyloxymethyl)-2-(tert-butoxycarbonylamino)-5-methylhexanoate), [BH4-].[Na+] (NaBH4). Solvent: CCO (EtOH). Conditions: time 16 hour. Product: C(C1=CC=CC=C1)OC[C@@H](C[C@@H](CO)NC(OC(C)(C)C)=O)C(C)C (tert-butyl (2S,4S)-4-(benzyloxymethyl)-1-hydroxy-5-methylhexan-2-ylcarbamate). Isolated yield 97.1%. Reaction SMILES: [CH2:1]([O:8][CH2:9][C@H:10]([CH:26]([CH3:28])[CH3:27])[CH2:11][C@H:12]([NH:18][C:19]([O:21][C:22]([CH3:25])([CH3:24])[CH3:23])=[O:20])[C:13](OCC)=[O:14])[C:2]1[CH:7]=[CH:6][CH:5]=[CH:4][CH:3]=1.[BH4-].[Na+]>CCO>[CH2:1]([O:8][CH2:9][C@H:10]([CH:26]([CH3:28])[CH3:27])[CH2:11][C@H:12]([NH:18][C:19](=[O:20])[O:21][C:22]([CH3:23])([CH3:24])[CH3:25])[CH2:13][OH:14])[C:2]1[CH:3]=[CH:4][CH:5]=[CH:6][CH:7]=1 |f:1.2|. Procedure: To a solution of (2S,4S)-ethyl 4-(benzyloxymethyl)-2-(tert-butoxycarbonylamino)-5-methylhexanoate (16 g, 42.2 mmol) in EtOH (200 mL) at rt was added NaBH4 (12.8 g, 0.338 mol) in portions. The mixture was stirred for 16 h. The solvent was evaporated and the residue was partitioned between H2O (300 mL) and EtOAc (3×200 mL). The combined organic extracts were washed with brine, dried over MgSO4 and evaporated to give tert-butyl (2S,4S)-4-(benzyloxymethyl)-1-hydroxy-5-methylhexan-2-ylcarbamate (14.4... The reactants are CCOC(C)=O, Cc1cc(N)c([N+](=O)[O-])c(C)c1[N+](=O)[O-], [H][H]. Product: Cc1cc(N)c(N)c(C)c1[N+](=O)[O-]. RXN SMILES: [CH3:18][CH2:19][O:20][C:21](=[O:22])[CH3:23].[CH3:1][c:2]1[c:3]([N+:13]([O-:14])=[O:15])[c:4]([NH2:5])[cH:6][c:7]([CH3:12])[c:8]1[N+:9](=[O:10])[O-:11].[H:16][H:17]>>[CH3:1][c:2]1[c:3]([NH2:13])[c:4]([NH2:5])[cH:6][c:7]([CH3:12])[c:8]1[N+:9](=[O:10])[O-:11]. Reactants: C1=CC=CC=2OC3=C(C(C(C21)=O)=O)C=CC=C3 (dibenzo[b,f]oxepine-10,11-dione), C(C)(=O)[O-].[NH4+] (ammonium acetate), C=O (paraformaldehyde), [NH4+] (ammonium). The solvent is C(C)(=O)O (acetic acid), O (water). The product is N1C=NC=2C3=C(OC4=C(C12)C=CC=C4)C=CC=C3 (1H-8-Oxa-1,3-diaza-dibenzo[e,h]azulene). As a reaction SMILES: C1[C:11]2[C:10](=O)[C:9](=O)[C:8]3[CH:14]=[CH:15][CH:16]=[CH:17][C:7]=3O[C:5]=2[CH:4]=[CH:3][CH:2]=1.[C:18]([O-])(=O)C.[NH4+:22].[CH2:23]=[O:24].[NH4+:25]>C(O)(=O)C.O>[NH:22]1[C:9]2[C:8]3[CH:7]=[CH:17][CH:16]=[CH:15][C:14]=3[O:24][C:23]3[CH:2]=[CH:3][CH:4]=[CH:5][C:11]=3[C:10]=2[N:25]=[CH:18]1 |f:1.2|. Reported procedure: To a solution of dibenzo[b,f]oxepine-10,11-dione (9.6 mmole) in acetic acid (30.0 ml), ammonium acetate (96.0 mmole) and paraformaldehyde (11.5 mmole) were added. The reaction mixture was heated under stirring and reflux for 4 hours, then it was cooled to room temperature, diluted with water, neutralized with ammonium hydroxyde and extracted with ethyl acetate. The organic extract was washed with an aqueous sodium chloride solution, dried over anhydrous Na2SO4 and evaporated under reduced pressu... The reactants are COC1=CC2=C(CCCNC2=O)C=C1 (8-methoxy-2,3,4,5-tetrahydro-1H-2-benzazepin-1-one), C(C=C)Br (allylbromide). Solvent: [Cl-].[Na+].O (brine), CN(C=O)C (N,N-dimethylformamide). Run at time 15 minute. Product: C(C=C)N1C(C2=C(CCC1)C=CC(=C2)OC)=O (2-allyl-8-methoxy-2,3,4,5-tetrahydro-1H-2-benzazepin-1-one). Isolated yield 83.0%. Reaction SMILES: [CH3:1][O:2][C:3]1[CH:14]=[CH:13][C:6]2[CH2:7][CH2:8][CH2:9][NH:10][C:11](=[O:12])[C:5]=2[CH:4]=1.[CH2:15](Br)[CH:16]=[CH2:17]>CN(C)C=O.[Cl-].[Na+].O>[CH2:17]([N:10]1[CH2:9][CH2:8][CH2:7][C:6]2[CH:13]=[CH:14][C:3]([O:2][CH3:1])=[CH:4][C:5]=2[C:11]1=[O:12])[CH:16]=[CH2:15] |f:3.4.5|. Procedure details: A solution of 8-methoxy-2,3,4,5-tetrahydro-1H-2-benzazepin-1-one (10.0 g, 0.052 mol) in N,N-dimethylformamide (30 mL) and allylbromide (23 mL, 0.260 mL) was treated with Nail (60% by wt. dispersion in oil, 2.50 g, 0.063 mol) and the resulting grey suspension stirred at room temperature under an atmosphere of argon. Gas evolution was noted. After 15 minutes, the solution was diluted with brine and partitioned between ethyl acetate and brine. The combined organic layers were concentrated in vacuo ... The reactants are Cc1nnc2n1-c1sc(I)cc1C(c1ccccc1Cl)=NC2, C#CCn1c(=O)n(-c2ccccc2)c2ccccc21. Yields the product Cc1nnc2n1-c1sc(C#CCn3c(=O)n(-c4ccccc4)c4ccccc43)cc1C(c1ccccc1Cl)=NC2. RXN SMILES: [Cl:1][c:2]1[c:3]([C:8]2=[N:9][CH2:10][c:11]3[n:12]([c:19]([CH3:22])[n:20][n:21]3)-[c:13]3[c:14]2[cH:15][c:16]([I:18])[s:17]3)[cH:4][cH:5][cH:6][cH:7]1.[c:23]1(-[n:29]2[c:30](=[O:41])[n:31]([CH2:38][C:39]#[CH:40])[c:32]3[c:33]2[cH:34][cH:35][cH:36][cH:37]3)[cH:24][cH:25][cH:26][cH:27][cH:28]1>>[Cl:1][c:2]1[c:3]([C:8]2=[N:9][CH2:10][c:11]3[n:12]([c:19]([CH3:22])[n:20][n:21]3)-[c:13]3[c:14]2[cH:15][c:16]([C:40]#[C:39][CH2:38][n:31]2[c:30](=[O:41])[n:29](-[c:23]4[cH:24][cH:25][cH:26][cH:27][cH:28]4)[c:33]4[c:32]2[cH:37][cH:36][cH:35][cH:34]4)[s:17]3)[cH:4][cH:5][cH:6][cH:7]1.